Dataset: the Open Reaction Database (ORD), a public repository of structured organic reaction records. Task: describe an organic reaction: reactants, conditions, products, and yield The reactants are OC=1C(=C(C=CC1OC)C=1C=C2COC(C2=CC1)=O)OC (5-(3-Hydroxy-2,4-dimethoxy-phenyl)-3H-isobenzofuran-1-one), C([O-])([O-])=O.[K+].[K+] (potassium carbonate), BrCC1(COC1)C (3-bromomethyl-3-methyl-oxetane). The solvent is C(C)#N (acetonitrile). Run at temperature 80 celsius. Product: COC1=C(C=CC(=C1OCC1(COC1)C)OC)C=1C=C2COC(C2=CC1)=O (5-[2,4-Dimethoxy-3-(3-methyl-oxetan-3-ylmethoxy)-phenyl]-3H-isobenzofuran-1-one). Yield: 48.4%. RXN SMILES: [OH:1][C:2]1[C:3]([O:20][CH3:21])=[C:4]([C:10]2[CH:11]=[C:12]3[C:16](=[CH:17][CH:18]=2)[C:15](=[O:19])[O:14][CH2:13]3)[CH:5]=[CH:6][C:7]=1[O:8][CH3:9].C(=O)([O-])[O-].[K+].[K+].Br[CH2:29][C:30]1([CH3:34])[CH2:33][O:32][CH2:31]1>C(#N)C>[CH3:21][O:20][C:3]1[C:2]([O:1][CH2:29][C:30]2([CH3:34])[CH2:33][O:32][CH2:31]2)=[C:7]([O:8][CH3:9])[CH:6]=[CH:5][C:4]=1[C:10]1[CH:11]=[C:12]2[C:16](=[CH:17][CH:18]=1)[C:15](=[O:19])[O:14][CH2:13]2 |f:1.2.3|. Reported procedure: To a stirring solution of 5-(3-Hydroxy-2,4-dimethoxy-phenyl)-3H-isobenzofuran-1-one (80 mg, 0.279 mmol) in acetonitrile (10 mL) was added potassium carbonate (115 mg, 0.837 mmol) and 3-bromomethyl-3-methyl-oxetane (138 mg, 0.837 mmol) and the resultant reaction mixture was heated to 80° C. for 4 h. The reaction mixture was filtered through celite and the filtrate was concentrated under reduced pressure. The obtained residue was purified by column chromatography (silica gel, 0-50% ethyl acetate i... Reactants: C1CCC(CC1)(CC(=O)O)CN.Cl (Gabapentin hydrochloride), C1CO1 (ethylene oxide). The solvent is C(CCC)O (n-butanol). Run at temperature -5 celsius, time 16 hour. The product is C1CCC(CC1)(CC(=O)O)CN (gabapentin). The yield is 77.9%. As a reaction SMILES: [CH2:1]1[CH2:6][CH2:5][C:4]([CH2:11][NH2:12])([CH2:7][C:8]([OH:10])=[O:9])[CH2:3][CH2:2]1.Cl.C1OC1>C(O)CCC>[CH2:1]1[CH2:2][CH2:3][C:4]([CH2:11][NH2:12])([CH2:7][C:8]([OH:10])=[O:9])[CH2:5][CH2:6]1 |f:0.1|. Procedure details: Gabapentin hydrochloride (72 mmol) was suspended in 50 mL of n-butanol and heated gently until complete dissolution. The solution was cooled below 110° C. and ethylene oxide (144 mmol) was added in one portion. The mixture was stirred for 16 hours below 10° C., after which it was cooled to −5° C. Pure gabapentin was recovered by filtration and washed with cold isopropanol. Drying at 40–50° C. under reduced pressure afforded 9.6 g of pure gabapentin. Same as Example 2, but ethylene was used inste... The reactants are Clc1ccc(CBr)cc1, CC(C)C#N, CC(C)[N-]C(C)C, Cl, [Li+], C1CCOC1. Product: CC(C)(C#N)Cc1ccc(Cl)cc1. RXN SMILES: [Br:14][CH2:15][c:16]1[cH:17][cH:18][c:19]([Cl:22])[cH:20][cH:21]1.[C:9]([CH:10]([CH3:11])[CH3:12])#[N:13].[CH:1]([N-:2][CH:3]([CH3:4])[CH3:5])([CH3:6])[CH3:7].[ClH:23].[Li+:8].[O:24]1[CH2:25][CH2:26][CH2:27][CH2:28]1>>[C:9]([C:10]([CH3:11])([CH3:12])[CH2:15][c:16]1[cH:17][cH:18][c:19]([Cl:22])[cH:20][cH:21]1)#[N:13]. Reactants: [OH-].[Na+] (sodium hydroxide), C(C)(C)N(CCN1C(=O)C(=O)C2=CC=CC=C12)C(C)C (1-(2-diisopropylaminoethyl)isatin), Cl.NNC(=O)N (semicarbazide hydrochloride), C(C)O (ethanol). Run in mixture, O (water). Reaction conditions: time 2 hour. The product is C(C)(C)N(CCN1C(=O)/C(/C2=CC=CC=C12)=N/NC(=O)N)C(C)C ((E)-1-(2-diisopropylaminoethyl)isatin 3-semicarbazone). Yield: 87.4%. Reaction SMILES: [CH:1]([N:4]([CH:18]([CH3:20])[CH3:19])[CH2:5][CH2:6][N:7]1[C:17]2[C:12](=[CH:13][CH:14]=[CH:15][CH:16]=2)[C:10](=O)[C:8]1=[O:9])([CH3:3])[CH3:2].Cl.[NH2:22][NH:23][C:24]([NH2:26])=[O:25].C(O)C.[OH-].[Na+]>O>[CH:1]([N:4]([CH:18]([CH3:20])[CH3:19])[CH2:5][CH2:6][N:7]1[C:17]2[C:12](=[CH:13][CH:14]=[CH:15][CH:16]=2)/[C:10](=[N:22]\[NH:23][C:24]([NH2:26])=[O:25])/[C:8]1=[O:9])([CH3:3])[CH3:2] |f:1.2,4.5|. Procedure details: A suspension of 10.00 g of 1-(2-diisopropylaminoethyl)isatin and 4.88 g of semicarbazide hydrochloride in 350 ml of a mixture of ethanol and water (2.5:1) was stirred for 2 hours at room temperature. The suspension was warmed to make a solution, and then 44.0 ml of a 1N-aqueous sodium hydroxide solution was added dropwise to the solution. The precipitates were collected by filtration and washed with water to obtain 10.56 g of (E)-1-(2-diisopropylaminoethyl)isatin 3-semicarbazone. The chemical pr... The reactants are OC1CCNCC1 (4-hydroxypiperidine), O=C1CN(CC1)C(=O)OCC (ethyl 3-oxopyrrolidine-1-carboxylate), solution, [C-]#N.C(C)[Al+]CC (diethylaluminum cyanide). The reagents and catalysts are CC([O-])C.[Ti+4].CC([O-])C.CC([O-])C.CC([O-])C (titanium isopropoxide). The solvent is ClCCCl (1,2-dichloroethane), ClCCl (dichloromethane). Reaction conditions: time 8 hour. The product is C(#N)C1(CN(CC1)C(=O)OCC)N1CCC(CC1)O (ethyl 3-cyano-3-(4-hydroxy-1-piperidyl)pyrrolidine-1-carboxylate). Yield: 97.9%. As a reaction SMILES: [OH:1][CH:2]1[CH2:7][CH2:6][NH:5][CH2:4][CH2:3]1.O=[C:9]1[CH2:13][CH2:12][N:11]([C:14]([O:16][CH2:17][CH3:18])=[O:15])[CH2:10]1.[C-:19]#[N:20].C([Al+]CC)C>ClCCCl.ClCCl.CC(C)[O-].[Ti+4].CC(C)[O-].CC(C)[O-].CC(C)[O-]>[C:19]([C:9]1([N:5]2[CH2:6][CH2:7][CH:2]([OH:1])[CH2:3][CH2:4]2)[CH2:13][CH2:12][N:11]([C:14]([O:16][CH2:17][CH3:18])=[O:15])[CH2:10]1)#[N:20] |f:2.3,6.7.8.9.10|. Reported procedure: To a stirred solution of 4-hydroxypiperidine (464 mg, 4.58 mmol) and ethyl 3-oxopyrrolidine-1-carboxylate (610 mg, 3.82 mmol) in 1,2-dichloroethane (25 mL) was added titanium isopropoxide (1.09 g, 3.82 mmol), and the mixture was stirred at room temperature overnight. Then a 1.0 M solution of diethylaluminum cyanide (1.02 g, 9.17 mmol) was added at room temperature and the mixture was stirred for 24 h. Diluted with dichloromethane (25 mL) and quenched with saturated ammonium chloride solution (10...